From a dataset of the Open Reaction Database (ORD), a public repository of structured organic reaction records. describe an organic reaction: reactants, conditions, products, and yield Procedure: 6-Chloro-1H-indole-2-carboxylic acid (2.59 g, 13.4 mmol) was dissolved in EtOH (75 mL) and conc. H2SO4 (1 mL) was added. The reaction was heated to 120° C. overnight then submitted to aqueous workup to give the title compound. As a reaction SMILES: [Cl:1][C:2]1[CH:10]=[C:9]2[C:5]([CH:6]=[C:7]([C:11]([OH:13])=[O:12])[NH:8]2)=[CH:4][CH:3]=1.OS(O)(=O)=O.[CH3:19][CH2:20]O>>[CH2:19]([O:12][C:11]([C:7]1[NH:8][C:9]2[C:5]([CH:6]=1)=[CH:4][CH:3]=[C:2]([Cl:1])[CH:10]=2)=[O:13])[CH3:20]. Yields the product C(C)OC(=O)C=1NC2=CC(=CC=C2C1)Cl (6-Chloro-1H-indole-2-carboxylic acid ethyl ester). The reactants are ClC1=CC=C2C=C(NC2=C1)C(=O)O (6-Chloro-1H-indole-2-carboxylic acid), CCO (EtOH), OS(=O)(=O)O (H2SO4). Run at temperature 120 celsius. Reactants: N(=[N+]=[N-])CC(O)C1OC(OC1)(C)C (2-azido-1-(2,2,-dimethyl-1,3-dioxolan-4-yl)ethanol). The reagents and catalysts are [Pd] (palladium/charcoal). Run in CO (methanol). Run at time 1 hour. Yields the product NCC(O)C1OC(OC1)(C)C (2-amino-1-(2,2-dimethyl-1,3-dioxolan-4-yl)ethanol). Yield: 78.0%. RXN SMILES: [N:1]([CH2:4][CH:5]([CH:7]1[CH2:11][O:10][C:9]([CH3:13])([CH3:12])[O:8]1)[OH:6])=[N+]=[N-]>CO.[Pd]>[NH2:1][CH2:4][CH:5]([CH:7]1[CH2:11][O:10][C:9]([CH3:13])([CH3:12])[O:8]1)[OH:6]. Reported procedure: A solution of 9.36 g of 2-azido-1-(2,2,-dimethyl-1,3-dioxolan-4-yl)ethanol in 150 ml of methanol is combined with 900 mg of palladium/charcoal catalyst (10%). The hydrogenation is conducted for 1 hour under normal pressure. The mixture is then filtered off from the catalyst and washed with methanol. The combined solutions are concentrated to dryness under vacuum. The remaining oil is crystallized from ethanol/ether, thus obtaining 6.29 g (78% of theory) of 2-amino-1-(2,2-dimethyl-1,3-dioxolan-4-... The reactants are CN(C)C(=[N+](C)C)ON1C2=C(C=CC=C2)N=N1.[B-](F)(F)(F)F (TBTU), CCN(C(C)C)C(C)C (DIEA), amine, ClC=1C=CC2=C(SC(=C2)S(=O)(=O)N2CC(N(CC2)CC=2SC=C(N2)C(=O)O)=O)C1 (2-[4-(6-chloro-benzo[b]thiophene-2-sulfonyl)-2-oxo-piperazin-1-ylmethyl]-thiazol-4-yl-carboxylic acid), CN(C)C(=[N+](C)C)ON1C2=C(C=CC=C2)N=N1.[B-](F)(F)(F)F (TBTU), C(C)(C)N(CC)C(C)C (diisopropylethylamine), Cl.CNC (dimethylamine hydrochloride). The solvent is CN1C(CCC1)=O (N-methyl-pyrolidinone). Run at time 3 hour. The product is CN(C(=O)C=1N=C(SC1)CN1C(CN(CC1)S(=O)(=O)C1=CC2=C(S1)C=C(C=C2)Cl)=O)C (2-[4-(6-chloro-benzo[b]thiophene-2-sulfonyl)-2-oxo-piperazin-1-ylmethyl]-thiazole-4-carboxylic acid dimethylamide). As a reaction SMILES: [Cl:1][C:2]1[CH:3]=[CH:4][C:5]2[CH:9]=[C:8]([S:10]([N:13]3[CH2:18][CH2:17][N:16]([CH2:19][C:20]4[S:21][CH:22]=[C:23]([C:25](O)=[O:26])[N:24]=4)[C:15](=[O:28])[CH2:14]3)(=[O:12])=[O:11])[S:7][C:6]=2[CH:29]=1.[CH3:30][N:31](C(ON1N=NC2C=CC=CC1=2)=[N+](C)C)[CH3:32].[B-](F)(F)(F)F.C(N(C(C)C)CC)(C)C.Cl.CNC>CN1CCCC1=O>[CH3:30][N:31]([CH3:32])[C:25]([C:23]1[N:24]=[C:20]([CH2:19][N:16]2[CH2:17][CH2:18][N:13]([S:10]([C:8]3[S:7][C:6]4[CH:29]=[C:2]([Cl:1])[CH:3]=[CH:4][C:5]=4[CH:9]=3)(=[O:12])=[O:11])[CH2:14][C:15]2=[O:28])[S:21][CH:22]=1)=[O:26] |f:1.2,4.5|. Procedure: To a solution of 2-[4-(6-chloro-benzo[b]thiophene-2-sulfonyl)-2-oxo-piperazin-1-ylmethyl]-thiazol-4-yl-carboxylic acid (14 mg, 0.03 mmol) in N-methyl-pyrolidinone (0.3 mL) is added TBTU (0.05 mmol) and diisopropylethylamine (0.06 mmol) and dimethylamine hydrochloride (0.06). The reaction is stirred 3 h and an additional aliquot of TBTU, DIEA and amine are added. The reaction is stirred 1 h and the reaction is concentrated and purified by column chromatography (silica, 2% MeOH/EtOAc) to provide 2... The reactants are OC1=CC=CC=2CC(COC21)O[N+](=O)[O-] (3,4-Dihydro-8-hydroxy-3-nitroxy-2H-1-benzopyran), C(Cl)C1CO1 (epichlorohydrin), [OH-].[Na+] (sodium hydroxide), S(O)(O)(=O)=O (sulfuric acid). The reagents and catalysts are [Cl-].C[N+](C)(C)C (tetramethylammonium chloride). Solvent: CO (methanol), CO (methanol). Conditions: time 48 hour. Yields the product O1C2(OC3=C(CC21O[N+](=O)[O-])C=CC=C3)OCCC (3,4-dihydro-8-(2,3-epoxy)propoxy-3-nitroxy-2H-1-benzopyran). Isolated yield 599.5%. As a reaction SMILES: O[C:2]1[C:11]2[O:10][CH2:9][CH:8]([O:12][N+:13]([O-:15])=[O:14])[CH2:7][C:6]=2[CH:5]=[CH:4][CH:3]=1.[CH2:16]([CH:18]1[O:20][CH2:19]1)Cl.[OH-].[Na+].S(=O)(=O)(O)[OH:24]>[Cl-].C[N+](C)(C)C.CO>[O:24]1[C:8]2([O:12][N+:13]([O-:15])=[O:14])[C:9]1([O:20][CH2:19][CH2:18][CH3:16])[O:10][C:11]1[CH:2]=[CH:3][CH:4]=[CH:5][C:6]=1[CH2:7]2 |f:2.3,5.6|. Procedure: 3,4-Dihydro-8-hydroxy-3-nitroxy-2H-1-benzopyran (4.0 g) and 207 mg of tetramethylammonium chloride were added to 5.2 g of epichlorohydrin, and the mixture was stirred at room temperature for 48 hours. After the reaction, a solution of 1.2 g of sodium hydroxide in 60 ml of methanol was added at room temperature under stirring, and the mixture was stirred for 2 hours. A solution of 0.3 g of sulfuric acid in 4 ml of methanol was added to the reaction solution, and after stirring for 5 minutes the s... The reactants are NC=1C=C(C=CC1)[C@H](C)N ((S)-1-(3-aminophenyl)-1-aminoethane), CS(=O)(=O)C1=NC=CC(=N1)N1C=NC2=C1C=CC=C2 (2-methylsulfonyl-4-[benzimidazol-1-yl]pyrimidine), C(C)(C)N(CC)C(C)C (diisopropylethylamine). The solvent is CN(C)C=O (DMF). Run at temperature 100 celsius. The product is N (NH3), NC=1C=C(C=CC1)[C@H](C)NC1=NC=CC(=N1)N1C=NC2=C1C=CC=C2 (2-[(S)-1-(3-aminophenyl)ethylamino]-4-[benzimidazol-1-yl]pyrimidine). Isolated yield 97.1%. As a reaction SMILES: [NH2:1][C:2]1[CH:3]=[C:4]([C@@H:8]([NH2:10])[CH3:9])[CH:5]=[CH:6][CH:7]=1.C(N(C(C)C)CC)(C)C.CS([C:24]1[N:29]=[C:28]([N:30]2[C:34]3[CH:35]=[CH:36][CH:37]=[CH:38][C:33]=3[N:32]=[CH:31]2)[CH:27]=[CH:26][N:25]=1)(=O)=O>CN(C=O)C>[NH3:1].[NH2:1][C:2]1[CH:3]=[C:4]([C@@H:8]([NH:10][C:24]2[N:29]=[C:28]([N:30]3[C:34]4[CH:35]=[CH:36][CH:37]=[CH:38][C:33]=4[N:32]=[CH:31]3)[CH:27]=[CH:26][N:25]=2)[CH3:9])[CH:5]=[CH:6][CH:7]=1. Procedure: (S)-1-(3-aminophenyl)-1-aminoethane (23.7 mg) was dissolved in DMF (1 mL), diisopropylethylamine (90 μL) was added followed by 2-methylsulfonyl-4-[benzimidazol-1-yl]pyrimidine (43.2 mg). The resulting mixture was left heating at 100° C. for 65 h then cooled, concentrated in vacuo then the residue purified on silica gel twice (3% then 2% (2M NH3 in MeOH)/CH2Cl2) to yield 27.9 mg of the title compound (98%). 1H NMR (500 MHz, CDCl3, partial): δ 8.52 (br s, 1H); 8.39 (d, J=5.3 Hz, 1H); 7.83 (m, 1H);... Starting materials: CN1CCCC1=O, CC(=O)O, CCOC(C)=O, CC(C)OC(C)C, O=c1[nH]ccn1-c1ccc(OC(F)(F)C(F)F)cc1, CC(OS(=O)(=O)C(F)(F)F)C(=O)c1ccccc1F, [H-], [Na+], C1CCOC1. Yields the product CC(C(=O)c1ccccc1F)n1ccn(-c2ccc(OC(F)(F)C(F)F)cc2)c1=O. As a reaction SMILES: [CH3:41][N:42]1[CH2:43][CH2:44][CH2:45][C:46]1=[O:47].[CH3:53][C:54](=[O:55])[OH:56].[CH3:57][CH2:58][O:59][C:60](=[O:61])[CH3:62].[CH:63]([O:64][CH:65]([CH3:66])[CH3:67])([CH3:68])[CH3:69].[F:1][C:2]([CH:3]([F:4])[F:5])([O:6][c:7]1[cH:8][cH:9][c:10](-[n:13]2[c:14](=[O:18])[nH:15][cH:16][cH:17]2)[cH:11][cH:12]1)[F:19].[F:22][c:23]1[c:24]([C:29]([CH:30]([CH3:31])[O:32][S:33]([C:34]([F:35])([F:36])[F:37])(=[O:38])=[O:39])=[O:40])[cH:25][cH:26][cH:27][cH:28]1.[H-:20].[Na+:21].[O:48]1[CH2:49][CH2:50][CH2:51][CH2:52]1>>[F:1][C:2]([CH:3]([F:4])[F:5])([O:6][c:7]1[cH:8][cH:9][c:10](-[n:13]2[c:14](=[O:18])[n:15]([CH:30]([C:29]([c:24]3[c:23]([F:22])[cH:28][cH:27][cH:26][cH:25]3)=[O:40])[CH3:31])[cH:16][cH:17]2)[cH:11][cH:12]1)[F:19].